This data is from the Open Reaction Database (ORD), a public repository of structured organic reaction records. The task is: describe an organic reaction: reactants, conditions, products, and yield Starting materials: N#CC(C(=O)Nc1cccc([N+](=O)[O-])c1)C(=O)c1nn(-c2ccccc2)c2c1Cc1ccccc1-2, CC(=O)O, Cl. Product: N#CC(C(=O)Nc1cccc(N)c1)C(=O)c1nn(-c2ccccc2)c2c1Cc1ccccc1-2. Reaction SMILES: [C:1](#[N:2])[CH:3]([C:4](=[O:5])[NH:6][c:7]1[cH:8][c:9]([N+:13]([O-:14])=[O:15])[cH:10][cH:11][cH:12]1)[C:16](=[O:17])[c:18]1[c:19]2[c:20]([n:21](-[c:23]3[cH:24][cH:25][cH:26][cH:27][cH:28]3)[n:22]1)-[c:29]1[cH:30][cH:31][cH:32][cH:33][c:34]1[CH2:35]2.[CH3:37][C:38](=[O:39])[OH:40].[ClH:36]>>[C:1](#[N:2])[CH:3]([C:4](=[O:5])[NH:6][c:7]1[cH:8][c:9]([NH2:13])[cH:10][cH:11][cH:12]1)[C:16](=[O:17])[c:18]1[c:19]2[c:20]([n:21](-[c:23]3[cH:24][cH:25][cH:26][cH:27][cH:28]3)[n:22]1)-[c:29]1[cH:30][cH:31][cH:32][cH:33][c:34]1[CH2:35]2.